From a dataset of the Open Reaction Database (ORD), a public repository of structured organic reaction records. describe an organic reaction: reactants, conditions, products, and yield Reactants: CC1=NC=C(C=N1)C(CC(=O)O)CCCCCCCNC1=NC=CC=N1 (3-(2-Methyl-pyrimidin-5-yl)-10-(pyrimidin-2-ylamino)-decanoic acid), [H][H] (hydrogen). Reagents/catalysts: [Pd] (palladium on carbon). Solvent: C(C)O (ethanol). The product is CC1=NC=C(C=N1)C(CC(=O)O)CCCCCCCNC=1NCCCN1 (3-(2-Methyl-pyrimidin-5-yl)-10-(1,4,5,6-tetrahydro-pyrimidin-2-ylamino)-decanoic acid). The yield is 78.1%. RXN SMILES: [CH3:1][C:2]1[N:7]=[CH:6][C:5]([CH:8]([CH2:13][CH2:14][CH2:15][CH2:16][CH2:17][CH2:18][CH2:19][NH:20][C:21]2[N:26]=[CH:25][CH:24]=[CH:23][N:22]=2)[CH2:9][C:10]([OH:12])=[O:11])=[CH:4][N:3]=1.[H][H]>C(O)C.[Pd]>[CH3:1][C:2]1[N:3]=[CH:4][C:5]([CH:8]([CH2:13][CH2:14][CH2:15][CH2:16][CH2:17][CH2:18][CH2:19][NH:20][C:21]2[NH:26][CH2:25][CH2:24][CH2:23][N:22]=2)[CH2:9][C:10]([OH:12])=[O:11])=[CH:6][N:7]=1. Procedure: A solution of 24-9 (47 mg, 0.131 mmol) in ethanol (1 mL) was treated with 10% palladium on carbon (7 mg) and hydrogen gas at one atmosphere (6 days). The reaction mixture was filtered through celite and the filtrate evaporated in vacuo. PCTLC (SiO2, 1 mm, 2% AcOH; 18% MeOH; 80% CHCl3) afforded 24-10 (37 mg). RXN SMILES: [CH2:1]([c:2]1[cH:3][cH:4][cH:5][cH:6][cH:7]1)[n:8]1[c:9](-[c:23]2[cH:24][c:25]([O:33][CH3:34])[c:26]([O:31][CH3:32])[c:27]([O:29][CH3:30])[cH:28]2)[n:10][c:11]2[c:12]([c:13]1=[O:14])[c:15]1[c:16]([s:17]2)[CH2:18][CH2:19][CH2:20][CH:21]1[CH3:22].[Cl:46][CH2:47][Cl:48].[O:35]=[Cr:36]([Cl:37])([O-:38])=[O:39].[nH+:40]1[cH:41][cH:42][cH:43][cH:44][cH:45]1>>[CH2:1]([c:2]1[cH:3][cH:4][cH:5][cH:6][cH:7]1)[n:8]1[c:9](-[c:23]2[cH:24][c:25]([O:33][CH3:34])[c:26]([O:31][CH3:32])[c:27]([O:29][CH3:30])[cH:28]2)[n:10][c:11]2[c:12]([c:13]1=[O:14])[c:15]1[c:16]([s:17]2)[C:18](=[O:35])[CH2:19][CH2:20][CH:21]1[CH3:22]. The product is COc1cc(-c2nc3sc4c(c3c(=O)n2Cc2ccccc2)C(C)CCC4=O)cc(OC)c1OC. Reactants: COc1cc(-c2nc3sc4c(c3c(=O)n2Cc2ccccc2)C(C)CCC4)cc(OC)c1OC, ClCCl, O=[Cr](=O)([O-])Cl, c1cc[nH+]cc1. Reaction SMILES: [C:1]([O:2][C:3]([CH3:4])([CH3:5])[CH3:6])(=[O:7])[N:8]1[CH:9]([CH3:20])[CH2:10][CH2:11][CH2:12][CH:13]1[C:14]([CH2:15][CH2:16][CH2:17][CH3:18])=[O:19].[Cl:21][CH2:22][Cl:23]>>[NH:8]1[CH:9]([CH3:20])[CH2:10][CH2:11][CH2:12][CH:13]1[C:14]([CH2:15][CH2:16][CH2:17][CH3:18])=[O:19]. Reactants: CCCCC(=O)C1CCCC(C)N1C(=O)OC(C)(C)C, ClCCl. Yields the product CCCCC(=O)C1CCCC(C)N1. Starting materials: C(C)OC(=O)C1=NN(C2=CC(=CC=C12)OCC1=CC=CC=C1)C1OCCCC1 (Ethyl6-benzyloxy-1-(tetrahydro-2H-pyran-2-yl)-indazole-3-carboxylate), [H-].[H-].[H-].[H-].[Li+].[Al+3] (LiAlH4), 1/1, [C@@H]([C@H](C(=O)[O-])O)(C(=O)[O-])O.[Na+].[K+] (rochelle salt), C(O)([O-])=O.[Na+] (sodium hydrogen carbonate). Run in C1CCOC1.O (THF water), C1CCOC1 (THF). Reaction conditions: time 1 hour. Product: C(C1=CC=CC=C1)OC1=CC=C2C(=NN(C2=C1)C1OCCCC1)CO ((6-(Benzyloxy)-1-(tetrahydro-2H-pyran-2-yl)-indazol-3-yl)methanol). Yield: 95.7%. Reaction SMILES: C([O:3][C:4]([C:6]1[C:14]2[C:9](=[CH:10][C:11]([O:15][CH2:16][C:17]3[CH:22]=[CH:21][CH:20]=[CH:19][CH:18]=3)=[CH:12][CH:13]=2)[N:8]([CH:23]2[CH2:28][CH2:27][CH2:26][CH2:25][O:24]2)[N:7]=1)=O)C.[H-].[H-].[H-].[H-].[Li+].[Al+3].[C@H](O)(C([O-])=O)[C@@H](O)C([O-])=O.[Na+].[K+].C(=O)([O-])O.[Na+]>C1COCC1.C1COCC1.O>[CH2:16]([O:15][C:11]1[CH:10]=[C:9]2[C:14]([C:6]([CH2:4][OH:3])=[N:7][N:8]2[CH:23]2[CH2:28][CH2:27][CH2:26][CH2:25][O:24]2)=[CH:13][CH:12]=1)[C:17]1[CH:22]=[CH:21][CH:20]=[CH:19][CH:18]=1 |f:1.2.3.4.5.6,7.8.9,10.11,13.14|. Procedure: Ethyl6-benzyloxy-1-(tetrahydro-2H-pyran-2-yl)-indazole-3-carboxylate (182 mg) which can be prepared according to the method described in Reference example 21, etc. was dissolved in dehydrated THF (4.78 mL; manufactured by Kanto Chemical Co., Inc.). After the replacement with nitrogen, LiAlH4 (54 mg) was added at 0° C., and the mixture was stirred for 1 hour while warming to room temperature. After cooling to 0° C., THF/water=1/1(5 mL), rochelle salt (manufactured by Kanto Chemical Co., Inc.), an... The reactants are C1(CC1)C=1C(=CC(=NC1)C(=O)NC(C(=O)O)C(C)(C)C)O[C@H](C(F)(F)F)C (2-[[5-cyclopropyl-4-[(1S)-2,2,2-trifluoro-1-methyl-ethoxy]pyridine-2-carbonyl]amino]-3,3-dimethyl-butanoic acid), Cl.CNC (dimethylamine hydrochloride). The product is C1(CC1)C=1C(=CC(=NC1)C(=O)NC(C(=O)N(C)C)C(C)(C)C)O[C@H](C(F)(F)F)C (5-cyclopropyl-N-[1-(dimethylamino)-3,3-dimethyl-1-oxobutan-2-yl]-4-[(2S)-1,1,1-trifluoropropan-2-yl]oxypyridine-2-carboxamide). RXN SMILES: [CH:1]1([C:4]2[C:5]([O:21][C@@H:22]([CH3:27])[C:23]([F:26])([F:25])[F:24])=[CH:6][C:7]([C:10]([NH:12][CH:13]([C:17]([CH3:20])([CH3:19])[CH3:18])[C:14]([OH:16])=O)=[O:11])=[N:8][CH:9]=2)[CH2:3][CH2:2]1.Cl.[CH3:29][NH:30][CH3:31]>>[CH:1]1([C:4]2[C:5]([O:21][C@@H:22]([CH3:27])[C:23]([F:25])([F:26])[F:24])=[CH:6][C:7]([C:10]([NH:12][CH:13]([C:17]([CH3:19])([CH3:20])[CH3:18])[C:14]([N:30]([CH3:31])[CH3:29])=[O:16])=[O:11])=[N:8][CH:9]=2)[CH2:3][CH2:2]1 |f:1.2|. Procedure details: The title compound was synthesized in analogy to Example 112e, using 2-[[5-cyclopropyl-4-[(1S)-2,2,2-trifluoro-1-methyl-ethoxy]pyridine-2-carbonyl]amino]-3,3-dimethyl-butanoic acid (Example 199b) and dimethylamine hydrochloride as starting materials and isolated (31 mg, 57%); MS (ESI, m/z): 416.6 (M+H+). The reactants are FC(C(=O)O)(F)F.C(C)S(=O)(=O)N1CCC(CC1)C1=CNC2=C(C=C(C=C12)C1=CSC(=C1)CN(C)[C@H](CO)C)C(=O)N (3-[1-(ethylsulfonyl)-4-piperidinyl]-5-(5-{[[(1S)-2-hydroxy-1-methylethyl](methyl)amino]methyl}-3-thienyl)-1H-indole-7-carboxamide trifluoroacetate), N[C@@H](CO)C ((2R)-2-amino-1-propanol). The product is FC(C(=O)O)(F)F.C(C)S(=O)(=O)N1CCC(CC1)C1=CNC2=C(C=C(C=C12)C1=CSC(=C1)CN(C[C@@H]1OCCC1)C)C(=O)N (3-[1-(ethylsulfonyl)-4-piperidinyl]-5-[5-({methyl[(2R)-tetrahydro-2-furanylmethyl]amino}methyl)-3-thienyl]-1H-indole-7-carboxamide trifluoroacetate). Yield: 35.1%. RXN SMILES: [F:1][C:2]([F:7])([F:6])[C:3]([OH:5])=[O:4].[CH2:8]([S:10]([N:13]1[CH2:18][CH2:17][CH:16]([C:19]2[C:27]3[C:22](=[C:23]([C:40]([NH2:42])=[O:41])[CH:24]=[C:25]([C:28]4[CH:32]=[C:31]([CH2:33][N:34]([C@@H:36]([CH3:39])CO)[CH3:35])[S:30][CH:29]=4)[CH:26]=3)[NH:21][CH:20]=2)[CH2:15][CH2:14]1)(=[O:12])=[O:11])[CH3:9].N[C@H:44]([CH3:47])[CH2:45][OH:46]>>[F:1][C:2]([F:7])([F:6])[C:3]([OH:5])=[O:4].[CH2:8]([S:10]([N:13]1[CH2:14][CH2:15][CH:16]([C:19]2[C:27]3[C:22](=[C:23]([C:40]([NH2:42])=[O:41])[CH:24]=[C:25]([C:28]4[CH:32]=[C:31]([CH2:33][N:34]([CH3:35])[CH2:36][C@H:39]5[CH2:47][CH2:44][CH2:45][O:46]5)[S:30][CH:29]=4)[CH:26]=3)[NH:21][CH:20]=2)[CH2:17][CH2:18]1)(=[O:11])=[O:12])[CH3:9] |f:0.1,3.4|. Procedure: The title compound was prepared according to the general procedure of 3-[1-(ethylsulfonyl)-4-piperidinyl]-5-(5-{[[(1S)-2-hydroxy-1-methylethyl](methyl)amino]methyl}-3-thienyl)-1H-indole-7-carboxamide trifluoroacetate (salt), substituting [(2R)-tetrahydro-2-furanylmethyl]amine (1.20 mmol) for (2R)-2-amino-1-propanol to afford 15.5 mg of the title compound (35.1%)